From a dataset of the Open Reaction Database (ORD), a public repository of structured organic reaction records. describe an organic reaction: reactants, conditions, products, and yield Reactants: ClC=1SC2=C(N1)C=CC(=C2)N (2-chloro-6-aminobenzothiazole), [C-]#N.[K+] (Potassium cyanide), P(=O)(O)(O)[O-].[K+] (potassium dihydrogenphosphate), C(C)(=O)OCC.CCCCCC (ethyl acetate n-hexane). The solvent is CS(=O)C (DMSO), CS(=O)C (dimethyl sulfoxide), C(C)OCC (diethyl ether). Run at temperature 135 celsius. Yields the product C(#N)C=1SC2=C(N1)C=CC(=C2)N (2-cyano-6-aminobenzothiazole). Yield: 53.6%. Reaction SMILES: [C-:1]#[N:2].[K+].Cl[C:5]1[S:6][C:7]2[CH:13]=[C:12]([NH2:14])[CH:11]=[CH:10][C:8]=2[N:9]=1.C(OCC)(=O)C.CCCCCC.P([O-])(O)(O)=O.[K+]>CS(C)=O.C(OCC)C>[C:1]([C:5]1[S:6][C:7]2[CH:13]=[C:12]([NH2:14])[CH:11]=[CH:10][C:8]=2[N:9]=1)#[N:2] |f:0.1,3.4,5.6|. Procedure details: Potassium cyanide (1.29 g, 19.7 mmol) was added to dimethyl sulfoxide (DMSO, 150 mL). After argon substitution, the mixture was refluxed overnight at 135° C. with stirring. The temperature was lowered to 120° C., and Compound 3 (1.02 g, 5.55 mmol) dissolved in DMSO (20 mL) was added. After disappearance of the starting materials was confirmed by thin layer chromatography (developing solvent: ethyl acetate/n-hexane=2/1), the reaction mixture was poured into a mixed solution of 1.0 mol/L potassium...